From a dataset of the Open Reaction Database (ORD), a public repository of structured organic reaction records. describe an organic reaction: reactants, conditions, products, and yield Reactants: ClC1=CC(=CC=C1)C(=O)OO (3-Chloroperbenzoic acid), C1(CC1)C1=C(C=NO1)C(C1=CC(=C(C=C1)C)SC)=O (5-cyclopropyl-4-(4-methyl-3-methylsulphenylbenzoyl)isoxazole), S(=O)(=O)([O-])S(=O)[O-].[Na+].[Na+] (sodium metabisulphite). Run in ClCCl (dichloromethane). Run at time 8 hour. Yields the product C1(CC1)C1=C(C=NO1)C(C1=CC(=C(C=C1)C)S(=O)(=O)C)=O (5-cyclopropyl-4-(4-methyl-3-methylsulphonylbenzoyl)isoxazole). Reaction SMILES: Cl[C:2]1C=CC=C(C(OO)=O)C=1.[CH:12]1([C:15]2[O:19][N:18]=[CH:17][C:16]=2[C:20](=[O:30])[C:21]2[CH:26]=[CH:25][C:24]([CH3:27])=[C:23](SC)[CH:22]=2)[CH2:14][CH2:13]1.[S:31](S([O-])=O)([O-:34])(=O)=[O:32].[Na+].[Na+]>ClCCl>[CH:12]1([C:15]2[O:19][N:18]=[CH:17][C:16]=2[C:20](=[O:30])[C:21]2[CH:22]=[CH:23][C:24]([CH3:27])=[C:25]([S:31]([CH3:2])(=[O:34])=[O:32])[CH:26]=2)[CH2:13][CH2:14]1 |f:2.3.4|. Procedure details: 3-Chloroperbenzoic acid (about 50%, 2.5 g) was added to a solution of 5-cyclopropyl-4-(4-methyl-3-methylsulphenylbenzoyl)isoxazole (0.8 g) in dichloromethane and the mixture was stirred at room temperature overnight. An aqueous solution of sodium metabisulphite was added and the mixture was stirred for 20 minutes. The solid was filtered and the filtrate layers separated. The organic phase was washed with aqueous sodium acetate, brine, dried and filtered. The filtrate was evaporated and the resid...